From a dataset of the Open Reaction Database (ORD), a public repository of structured organic reaction records. describe an organic reaction: reactants, conditions, products, and yield Reactants: stainless steel, [H][H] (hydrogen), [Al](CC)(CC)Cl (Al(Et)2Cl), Al(Et)1, C(=C)C1C2C=CC(C1)C2 (5-vinyl-2-norbornene), VOCl3, C(C)=C1C2C=CC(C1)C2 (5-ethylidene-2-norbornene), C=CC (propylene), C=C (ethylene), C=CC (propylene), C(=C)C1C2C=CC(C1)C2 (5-vinyl-2-norbornene), C(C)=C1C2C=CC(C1)C2 (5-ethylidene-2-norbornene), C=C (ethylene). Solvent: CCCCCC (hexane). Product: C=C.C=CC.C(=C)C1C2C=CC(C1)C2.C(C)=C1C2C=CC(C1)C2 (Ethylene/propylene 5-vinyl-2-norbornene 5-ethylidene-2-norbornene). RXN SMILES: C=C.[CH2:3]=[CH:4]C.[CH:6]([CH:8]1[CH2:13][CH:12]2[CH2:14][CH:9]1[CH:10]=[CH:11]2)=[CH2:7].[CH:15](=[C:17]1[CH2:22][CH:21]2[CH2:23][CH:18]1[CH:19]=[CH:20]2)[CH3:16].[H][H].[Al](Cl)(CC)CC>CCCCCC>[CH2:3]=[CH2:4].[CH2:7]=[CH:6][CH3:8].[CH:15]([CH:17]1[CH2:22][CH:21]2[CH2:23][CH:18]1[CH:19]=[CH:20]2)=[CH2:16].[CH:6](=[C:8]1[CH2:13][CH:12]2[CH2:14][CH:9]1[CH:10]=[CH:11]2)[CH3:7] |f:7.8.9.10|. Reported procedure: In a 100-liter stainless steel polymerization reactor equipped with a stirring blade (number of stirring revolutions: 250 rpm), tetrapolymerization of ethylene, propylene, 5-vinyl-2-norbornene and 5-ethylidene-2-norbornene was continuously carried out. To the liquid phase in the reactor were fed hexane at a rate of 60 l/hr, ethylene at a rate of 3.0 kg/hr, propylene at a rate of 8.5 kg/hr, 5-vinyl-2-norbornene at a rate of 370 g/hr and 5-ethylidene-2-norbornene at a rate of 470 g/hr, and were fu... Reactants: COC1=C(CCl)C=C(C=C1)OC (2,5-dimethoxybenzyl chloride), C(CCC)[Li] (n-butyllithium), C(C)(C)NC(C)C (diisopropylamine), NCCCCN (tetramethylenediamine), O=C(CC(C1CCCCC1)C1CCCCC1)NCC(=O)OC(C)(C)C (α-[(1-oxo-3,3-dicyclohexylpropyl)amino]acetic acid, 1,1-dimethylethyl ester), ice, S([O-])(O)(=O)=O.[K+] (potassium bisulfate). The solvent is O1CCCC1 (tetrahydrofuran), CCCCCC (hexane), O1CCCC1 (tetrahydrofuran), O1CCCC1 (tetrahydrofuran), C(C)(=O)OCC (ethyl acetate). Conditions: time 20 minute. Yields the product O=C(CC(C1CCCCC1)C1CCCCC1)NC(C(=O)OC(C)(C)C)CC1=C(C=CC(=C1)OC)OC (α-[(1-Oxo-3,3-dicyclohexylpropyl)amino]-2,5-dimethoxybenzenepropionic acid, 1,1-dimethylethyl ester). Reaction SMILES: C(NC(C)C)(C)C.NCCCCN.C([Li])CCC.[O:19]=[C:20]([NH:35][CH2:36][C:37]([O:39][C:40]([CH3:43])([CH3:42])[CH3:41])=[O:38])[CH2:21][CH:22]([CH:29]1[CH2:34][CH2:33][CH2:32][CH2:31][CH2:30]1)[CH:23]1[CH2:28][CH2:27][CH2:26][CH2:25][CH2:24]1.[CH3:44][O:45][C:46]1[CH:53]=[CH:52][C:51]([O:54][CH3:55])=[CH:50][C:47]=1[CH2:48]Cl.S(=O)(=O)(O)[O-].[K+]>O1CCCC1.CCCCCC.C(OCC)(=O)C>[O:19]=[C:20]([NH:35][CH:36]([CH2:48][C:47]1[CH:50]=[C:51]([O:54][CH3:55])[CH:52]=[CH:53][C:46]=1[O:45][CH3:44])[C:37]([O:39][C:40]([CH3:43])([CH3:42])[CH3:41])=[O:38])[CH2:21][CH:22]([CH:29]1[CH2:30][CH2:31][CH2:32][CH2:33][CH2:34]1)[CH:23]1[CH2:28][CH2:27][CH2:26][CH2:25][CH2:24]1 |f:5.6|. Procedure: The following procedure was carried out under argon. A stirred solution of 4.1 ml (29.2 mmol) of diisopropylamine and 4.3 ml (28.5 mmol) of tetramethylenediamine in 75 ml of tetrahydrofuran was cooled to -75° C. and treated portionwise with 18 ml (28.4 mmol) of 1.6M n-butyllithium in hexane. After stirring for 20 minutes, α-[(1-oxo-3,3-dicyclohexylpropyl)amino]acetic acid, 1,1-dimethylethyl ester (5.0 g; 14.2 mmol) in 30 ml of tetrahydrofuran was added dropwise at -75° C. The color changed from ... Starting materials: CCOCC (ether), OC(CC#C)(CCCC)CCC (4-hydroxy-4-n-propyl-1-octyne), C[Si](Cl)(C)C (trimethylchlorosilane), N1C=NC=C1 (imidazole). Solvent: O (water), CN(C=O)C (dimethylformamide). Conditions: time 1 hour. The product is C[Si](OC(CC#C)(CCCC)CCC)(C)C ((±) 4-Trimethylsilyloxy-4-n-propyl-1-octyne). As a reaction SMILES: [OH:1][C:2]([CH2:10][CH2:11][CH3:12])([CH2:6][CH2:7][CH2:8][CH3:9])[CH2:3][C:4]#[CH:5].N1C=CN=C1.[CH3:18][Si:19]([CH3:22])([CH3:21])Cl.CCOCC>CN(C)C=O.O>[CH3:18][Si:19]([CH3:22])([CH3:21])[O:1][C:2]([CH2:10][CH2:11][CH3:12])([CH2:6][CH2:7][CH2:8][CH3:9])[CH2:3][C:4]#[CH:5]. Reported procedure: 16.8 Grams of 4-hydroxy-4-n-propyl-1-octyne is dissolved in 100 ml of dimethylformamide and treated with 8 g of imidazole and then with 12 g of trimethylchlorosilane. The reaction mixture was stirred at room temperature for 1 hour and then poured into a mixture of ether and water. The organic layer was washed with water 3-4 times, dried over sodium sulfate, and stripped of solvent. Distillation of the residue gave the title product as a colorless liquid. Run in ClCCl (dichloromethane). Procedure: 3((4-(4-Aminobenzoyl)piperazin-1-yl)methyl)-N-(1,1,1-trifluoro-2-methylpropan-2-yl)benzamide (0.129 mmol, 58 mg) and 4-nitrophenylchloroformate (0.142 mmol, 29 mg) were stirred together in dichloromethane (1 mL) for 16 hours. After this time neopentylamine (0.259 mmol, 32 μL) was added. The volatiles were removed under vacuum and this residue was purified by silica chromatography to yield the title compound (50 mg). MS (ESI) m/z 562.5 [M+H]+ RXN SMILES: [NH2:1][C:2]1[CH:32]=[CH:31][C:5]([C:6]([N:8]2[CH2:13][CH2:12][N:11]([CH2:14][C:15]3[CH:16]=[C:17]([CH:28]=[CH:29][CH:30]=3)[C:18]([NH:20][C:21]([CH3:27])([CH3:26])[C:22]([F:25])([F:24])[F:23])=[O:19])[CH2:10][CH2:9]2)=[O:7])=[CH:4][CH:3]=1.C1C([N+]([O-])=O)=CC=C([Cl-][C:43]([O-])=[O:44])C=1.[CH2:46]([NH2:51])[C:47]([CH3:50])([CH3:49])[CH3:48]>ClCCl>[CH2:46]([NH:51][C:43](=[O:44])[NH:1][C:2]1[CH:32]=[CH:31][C:5]([C:6]([N:8]2[CH2:13][CH2:12][N:11]([CH2:14][C:15]3[CH:16]=[C:17]([CH:28]=[CH:29][CH:30]=3)[C:18]([NH:20][C:21]([CH3:27])([CH3:26])[C:22]([F:24])([F:25])[F:23])=[O:19])[CH2:10][CH2:9]2)=[O:7])=[CH:4][CH:3]=1)[C:47]([CH3:50])([CH3:49])[CH3:48]. Yields the product C(C(C)(C)C)NC(NC1=CC=C(C(=O)N2CCN(CC2)CC=2C=C(C(=O)NC(C(F)(F)F)(C)C)C=CC2)C=C1)=O (3-((4-(4-(3-Neopentylureido)benzoyl)piperazin-1-yl)methyl)-N-(1,1,1-trifluoro-2-methylpropan-2-yl)benzamide). The reactants are NC1=CC=C(C(=O)N2CCN(CC2)CC=2C=C(C(=O)NC(C(F)(F)F)(C)C)C=CC2)C=C1 (3((4-(4-Aminobenzoyl)piperazin-1-yl)methyl)-N-(1,1,1-trifluoro-2-methylpropan-2-yl)benzamide), 4-nitrophenylchloroformate, C(C(C)(C)C)N (neopentylamine). The yield is 69.0%. Reactants: CO, CCN(CC#CC1CCC(N(C)C(=O)Oc2ccc(Cl)cc2)CC1)CCO. Yields the product CCN(CCO)CCCC1CCC(N(C)C(=O)Oc2ccc(Cl)cc2)CC1. RXN SMILES: [CH3:28][OH:29].[Cl:1][c:2]1[cH:3][cH:4][c:5]([O:8][C:9]([N:10]([CH3:11])[CH:12]2[CH2:13][CH2:14][CH:15]([C:18]#[C:19][CH2:20][N:21]([CH2:22][CH2:23][OH:24])[CH2:25][CH3:26])[CH2:16][CH2:17]2)=[O:27])[cH:6][cH:7]1>>[Cl:1][c:2]1[cH:3][cH:4][c:5]([O:8][C:9]([N:10]([CH3:11])[CH:12]2[CH2:13][CH2:14][CH:15]([CH2:18][CH2:19][CH2:20][N:21]([CH2:22][CH2:23][OH:24])[CH2:25][CH3:26])[CH2:16][CH2:17]2)=[O:27])[cH:6][cH:7]1. Starting materials: C(C)[SiH](CC)CC (triethylsilane), COC1=CC=C(C=C1)CC1CC=2CC(C(NC2CC1)=O)C(=O)OCC (Ethyl 3,4,5,6,7,8-hexahydro-6-((4-methoxyphenyl)methyl)quinolin-2[1H]-one-3-carboxylate), C(=O)(C(F)(F)F)O (TFA). Run in ClCl (Cl2). Run at time 1.5 hour. Yields the product COC1=CC=C(C=C1)CC1CC2CC(C(NC2CC1)=O)C(=O)OCC (Ethyl 3,4,4a,5,6,7,8,8a-octahydro-6-((4-methoxyphenyl)methyl)quinolin-2[1H]-one-3-carboxylate). The yield is 39.8%. As a reaction SMILES: [CH3:1][O:2][C:3]1[CH:8]=[CH:7][C:6]([CH2:9][CH:10]2[CH2:19][CH2:18][C:17]3[NH:16][C:15](=[O:20])[CH:14]([C:21]([O:23][CH2:24][CH3:25])=[O:22])[CH2:13][C:12]=3[CH2:11]2)=[CH:5][CH:4]=1.C([SiH](CC)CC)C.C(O)(C(F)(F)F)=O>ClCl>[CH3:1][O:2][C:3]1[CH:4]=[CH:5][C:6]([CH2:9][CH:10]2[CH2:19][CH2:18][CH:17]3[CH:12]([CH2:13][CH:14]([C:21]([O:23][CH2:24][CH3:25])=[O:22])[C:15](=[O:20])[NH:16]3)[CH2:11]2)=[CH:7][CH:8]=1. Procedure details: Ethyl 3,4,5,6,7,8-hexahydro-6-((4-methoxyphenyl)methylquinolin-2[1H]-one-3-carboxylate (0.35 g) (prepared as in Example 5) was dissolved in CH2 Cl2 (1 ml) and triethylsilane (1.5 ml) was added. The solution was cooled with ice. TFA (1.5 ml) was added and the mixture was left to stir 1.5 hours. The reaction mixture was evaporated under reduced pressure and the residue dissolved in chloroform. The chloroform solution was washed with saturated sodium carbonate solution, dried (MgSO4) and evaporated...